describe an organic reaction: reactants, conditions, products, and yield From a dataset of the Open Reaction Database (ORD), a public repository of structured organic reaction records. The reactants are CC(=O)CC(C)C, Fc1ccc(C(CCCCl)c2ccc(F)cc2)cc1, [I-], [K+], [Na+], [Na+], O=C([O-])[O-], NC(=O)C1CN(Cc2ccccc2)CCN1. Product: NC(=O)C1CN(Cc2ccccc2)CCN1CCCC(c1ccc(F)cc1)c1ccc(F)cc1. As a reaction SMILES: [CH3:44][CH:45]([CH3:46])[CH2:47][C:48](=[O:49])[CH3:50].[Cl:17][CH2:18][CH2:19][CH2:20][CH:21]([c:22]1[cH:23][cH:24][c:25]([F:28])[cH:26][cH:27]1)[c:29]1[cH:30][cH:31][c:32]([F:35])[cH:33][cH:34]1.[I-:43].[K+:42].[Na+:36].[Na+:37].[O-:38][C:39](=[O:40])[O-:41].[c:1]1([CH2:7][N:8]2[CH2:9][CH:10]([C:14](=[O:15])[NH2:16])[NH:11][CH2:12][CH2:13]2)[cH:2][cH:3][cH:4][cH:5][cH:6]1>>[c:1]1([CH2:7][N:8]2[CH2:9][CH:10]([C:14](=[O:15])[NH2:16])[N:11]([CH2:18][CH2:19][CH2:20][CH:21]([c:22]3[cH:23][cH:24][c:25]([F:28])[cH:26][cH:27]3)[c:29]3[cH:30][cH:31][c:32]([F:35])[cH:33][cH:34]3)[CH2:12][CH2:13]2)[cH:2][cH:3][cH:4][cH:5][cH:6]1. Yields the product 53.7, [N+](=O)([O-])C1=C(C=CC(=C1)C=NCCC)NCCC (2-nitro-N-propyl-4-[(propylimino)methyl]benzenamine). Procedure: (a-1) A solution of 40 parts of 4-chloro-3-nitrobenzaldehyde and 338 parts of 1-propanamine was stirred and refluxed for 1.50 hour. The reaction mixture was evaporqted, yielding 53.7 parts of 2-nitro-N-propyl-4-[(propylimino)methyl]benzenamine as a residue (int. 1). RXN SMILES: Cl[C:2]1[CH:9]=[CH:8][C:5]([CH:6]=O)=[CH:4][C:3]=1[N+:10]([O-:12])=[O:11].[CH2:13]([NH2:16])[CH2:14][CH3:15]>>[N+:10]([C:3]1[CH:4]=[C:5]([CH:6]=[N:16][CH2:13][CH2:14][CH3:15])[CH:8]=[CH:9][C:2]=1[NH:10][CH2:3][CH2:2][CH3:9])([O-:12])=[O:11]. Reactants: 40, ClC1=C(C=C(C=O)C=C1)[N+](=O)[O-] (4-chloro-3-nitrobenzaldehyde), C(CC)N (1-propanamine). Reactants: C1(CCCCC1)C=1C=C2C(C(NC2=CC1)=O)=O (5-Cyclohexyl-1H-indole-2,3-dione), [H-].[Na+] (sodium hydride), ClCCN1CCN(CC1)CC1=CC=CC=C1 (1-(2-chloroethyl)-4-(phenylmethyl) piperazine). Solvent: CN(C)C=O (DMF), CN(C)C=O (DMF). The product is C1(CCCCC1)C=1C=C2C(C(N(C2=CC1)CCN1CCN(CC1)CC1=CC=CC=C1)=O)=O (5-Cyclohexyl-1-[2-[4-(phenylmethyl)-1-piperazinyl]ethyl]-1H-indole-2,3-dione). The yield is 64.7%. As a reaction SMILES: [CH:1]1([C:7]2[CH:8]=[C:9]3[C:13](=[CH:14][CH:15]=2)[NH:12][C:11](=[O:16])[C:10]3=[O:17])[CH2:6][CH2:5][CH2:4][CH2:3][CH2:2]1.[H-].[Na+].Cl[CH2:21][CH2:22][N:23]1[CH2:28][CH2:27][N:26]([CH2:29][C:30]2[CH:35]=[CH:34][CH:33]=[CH:32][CH:31]=2)[CH2:25][CH2:24]1>CN(C=O)C>[CH:1]1([C:7]2[CH:8]=[C:9]3[C:13](=[CH:14][CH:15]=2)[N:12]([CH2:21][CH2:22][N:23]2[CH2:28][CH2:27][N:26]([CH2:29][C:30]4[CH:35]=[CH:34][CH:33]=[CH:32][CH:31]=4)[CH2:25][CH2:24]2)[C:11](=[O:16])[C:10]3=[O:17])[CH2:2][CH2:3][CH2:4][CH2:5][CH2:6]1 |f:1.2|. Procedure details: 5-Cyclohexyl-1H-indole-2,3-dione (3.45 g) in dry DMF at 0° C. was treated with sodium hydride (80% dispersion in mineral oil, 550 mg). The mixture was allowed to warm to room temperature and 1-(2-chloroethyl)-4-(phenylmethyl) piperazine (3.9 g) in dry DMF (25 ml) was added. The reaction mixture was then heated in an oil bath at 70° C. for 2 hours. The mixture was evaporated under reduced pressure and the residue passed through a pad of silica gel to yield the title compound as a red oil (4.2 g, ... Starting materials: C1(=CC=CC=C1)P(C1=CC=CC=C1)C1=CC=CC=C1 (triphenylphosphine), FC1=CC=C(C=C1)Br (4-fluorophenyl bromide), FC1=CC=C(CCO)C=C1 (4-fluorophenethyl alcohol), [Br-].FC1=CC=C(CC[P+](C2=CC=CC=C2)(C2=CC=CC=C2)C2=CC=CC=C2)C=C1 (4-fluorophenethyltriphenylphosphonium bromide), C(CCCC)C1CCC(CC1)CC=O (4-pentylcyclohexylacetaldehyde). Solvent: C=1(C(=CC=CC1)C)C (xylene), O1CCCC1 (THF), CCOCC (ether). The product is FC1=CC=C(C=C1)\C=C/CCC1CCC(CC1)CCCCC (1-(4-fluorophenyl)-4-(4pentylcyclohexyl)-2Z-butene). As a reaction SMILES: C1(P(C2C=CC=CC=2)C2C=CC=CC=2)C=CC=CC=1.FC1C=CC(Br)=CC=1.[F:28][C:29]1[CH:37]=[CH:36][C:32]([CH2:33][CH2:34]O)=[CH:31][CH:30]=1.[Br-].FC1C=CC(CC[P+](C2C=CC=CC=2)(C2C=CC=CC=2)C2C=CC=CC=2)=CC=1.[CH2:67]([CH:72]1[CH2:77][CH2:76][CH:75]([CH2:78][CH:79]=O)[CH2:74][CH2:73]1)[CH2:68][CH2:69][CH2:70][CH3:71]>CCOCC.O1CCCC1.C1(C)C(C)=CC=CC=1>[F:28][C:29]1[CH:37]=[CH:36][C:32](/[CH:33]=[CH:34]\[CH2:79][CH2:78][CH:75]2[CH2:76][CH2:77][CH:72]([CH2:67][CH2:68][CH2:69][CH2:70][CH3:71])[CH2:73][CH2:74]2)=[CH:31][CH:30]=1 |f:3.4|. Procedure details: Into a flask, were placed triphenylphosphine (2.9 g, 11 mmol) and 4-fluorophenyl bromide (2.2 g, 11 mmol) prepared from 4-fluorophenethyl alcohol, followed by adding and dissolving xylene (5 ml), heating under reflux for 10 hours, depositing and filtering off white crystals (4.6 g, 10 mmol) of 4-fluorophenethyltriphenylphosphonium bromide. After drying, the white crystals were dissolved in tetrahydrofuran (THF, 10 ml), followed by stirring under ice cooling, adding a hexane solution (1.6M, 6.1 m... Starting materials: C(CCC)[Li] (n-butyl lithium), C(C)(C)NC(C)C (diisopropylamine), CC1=CC=C(C=C1)C(=O)NCCCC(=O)O (4-(N-(4-Methylphenylcarbonyl)amino)butyric acid), C(C1=CC=CC=C1)OCCl (Benzyloxymethyl chloride), Cl (hydrochloric acid). Run in CCCCCC (hexane), O1CCCC1 (tetrahydrofuran), CN(P(=O)(N(C)C)N(C)C)C (hexamethyl phosphoramide), O1CCCC1 (tetrahydrofuran). Reaction conditions: temperature -78 celsius, time 15 minute. Yields the product C(C1=CC=CC=C1)OCC(C(=O)O)CCNC(=O)C1=CC=C(C=C1)C (2-Benzyloxymethyl-4-(N-(4-methylphenylcarbonyl)amino)butyric acid). Isolated yield 32.3%. As a reaction SMILES: C([Li])CCC.C(NC(C)C)(C)C.[CH3:13][C:14]1[CH:19]=[CH:18][C:17]([C:20]([NH:22][CH2:23][CH2:24][CH2:25][C:26]([OH:28])=[O:27])=[O:21])=[CH:16][CH:15]=1.[CH2:29]([O:36][CH2:37]Cl)[C:30]1[CH:35]=[CH:34][CH:33]=[CH:32][CH:31]=1.Cl>CCCCCC.O1CCCC1.CN(C)P(N(C)C)(N(C)C)=O>[CH2:29]([O:36][CH2:37][CH:25]([CH2:24][CH2:23][NH:22][C:20]([C:17]1[CH:18]=[CH:19][C:14]([CH3:13])=[CH:15][CH:16]=1)=[O:21])[C:26]([OH:28])=[O:27])[C:30]1[CH:35]=[CH:34][CH:33]=[CH:32][CH:31]=1. Procedure: Under an atmosphere of argon, 1.63M n-butyl lithium in hexane (4.05 ml) was added to a solution of diisopropylamine (0.925 ml) in tetrahydrofuran (5 ml) and hexamethyl phosphoramide (HMPA) (3 ml) at −78° C. The mixture was stirred at −78° C. for 15 minutes. A solution of the compound prepared in Example 2(1) (0.442 g) in tetrahydrofuran (3 ml) was added to this solution at −78° C. The mixture was stirred at room temperature for 30 minutes. Benzyloxymethyl chloride (0.313 g) was added to the reac... Starting materials: BrBr, CC(=O)O, N#Cc1csc(N)n1. Yields the product N#Cc1nc(N)sc1Br. As a reaction SMILES: [Br:9][Br:10].[C:11]([OH:12])(=[O:13])[CH3:14].[NH2:1][c:2]1[s:3][cH:4][c:5]([C:7]#[N:8])[n:6]1>>[NH2:1][c:2]1[s:3][c:4]([Br:9])[c:5]([C:7]#[N:8])[n:6]1. The reactants are O=C(CBr)c1ccccc1, FC(F)(F)Cc1nc2cc(Cl)c(Cl)cc2[nH]1, [H-], [Na+], CN(C)C=O. The product is O=C(Cn1c(CC(F)(F)F)nc2cc(Cl)c(Cl)cc21)c1ccccc1. Reaction SMILES: [Br:19][CH2:20][C:21](=[O:22])[c:23]1[cH:24][cH:25][cH:26][cH:27][cH:28]1.[Cl:1][c:2]1[cH:3][c:4]2[c:5]([nH:6][c:7]([CH2:9][C:10]([F:11])([F:12])[F:13])[n:8]2)[cH:14][c:15]1[Cl:16].[H-:17].[Na+:18].[O:29]=[CH:30][N:31]([CH3:32])[CH3:33]>>[Cl:1][c:2]1[cH:3][c:4]2[c:5]([n:6][c:7]([CH2:9][C:10]([F:11])([F:12])[F:13])[n:8]2[CH2:20][C:21](=[O:22])[c:23]2[cH:24][cH:25][cH:26][cH:27][cH:28]2)[cH:14][c:15]1[Cl:16].